Dataset: the Open Reaction Database (ORD), a public repository of structured organic reaction records. Task: describe an organic reaction: reactants, conditions, products, and yield Reactants: CC(C)(C)O, C=CC(=O)OC, O, CC(C#N)c1ccccn1. Product: COC(=O)CCC(C)(C#N)c1ccccn1. Reaction SMILES: [C:11]([OH:12])([CH3:13])([CH3:14])[CH3:15].[C:16]([CH:17]=[CH2:18])(=[O:19])[O:20][CH3:21].[OH2:22].[n:1]1[c:2]([CH:7]([C:8]#[N:9])[CH3:10])[cH:3][cH:4][cH:5][cH:6]1>>[n:1]1[c:2]([C:7]([C:8]#[N:9])([CH3:10])[CH2:18][CH2:17][C:16](=[O:19])[O:20][CH3:21])[cH:3][cH:4][cH:5][cH:6]1.